This data is from the Open Reaction Database (ORD), a public repository of structured organic reaction records. The task is: describe an organic reaction: reactants, conditions, products, and yield Starting materials: CCOC(C)=O, ClCCl, CC(=O)Nc1ccc(Oc2ccnc3c2c(CCO)cn3S(=O)(=O)c2ccc(C)cc2)c(F)c1, Cc1ccc(S(=O)(=O)Cl)cc1, c1ccncc1. Yields the product CC(=O)Nc1ccc(Oc2ccnc3c2c(CCOS(=O)(=O)c2ccc(C)cc2)cn3S(=O)(=O)c2ccc(C)cc2)c(F)c1. Reaction SMILES: [CH3:55][CH2:56][O:57][C:58](=[O:59])[CH3:60].[Cl:52][CH2:53][Cl:54].[F:1][c:2]1[cH:3][c:4]([NH:31][C:32]([CH3:33])=[O:34])[cH:5][cH:6][c:7]1[O:8][c:9]1[c:10]2[c:11]([n:12][cH:13][cH:14]1)[n:15]([S:21](=[O:22])(=[O:23])[c:24]1[cH:25][cH:26][c:27]([CH3:30])[cH:28][cH:29]1)[cH:16][c:17]2[CH2:18][CH2:19][OH:20].[c:41]1([CH3:51])[cH:42][cH:43][c:44]([S:47](=[O:48])(=[O:49])[Cl:50])[cH:45][cH:46]1.[cH:35]1[cH:36][cH:37][n:38][cH:39][cH:40]1>>[F:1][c:2]1[cH:3][c:4]([NH:31][C:32]([CH3:33])=[O:34])[cH:5][cH:6][c:7]1[O:8][c:9]1[c:10]2[c:11]([n:12][cH:13][cH:14]1)[n:15]([S:21](=[O:22])(=[O:23])[c:24]1[cH:25][cH:26][c:27]([CH3:30])[cH:28][cH:29]1)[cH:16][c:17]2[CH2:18][CH2:19][O:20][S:47]([c:44]1[cH:43][cH:42][c:41]([CH3:51])[cH:46][cH:45]1)(=[O:48])=[O:49].